This data is from the Open Reaction Database (ORD), a public repository of structured organic reaction records. The task is: describe an organic reaction: reactants, conditions, products, and yield Reactants: C(CCCCCCCCCCC(=O)[O-])C(=O)OC (monomethyl 1,11-undecanedicarboxylate), O=S(Cl)Cl (SOCl2). Run in C(Cl)Cl (CH2Cl2). Reaction conditions: time 18 hour. Product: COC(=O)CCCCCCCCCCCC(=O)Cl (12-(Methoxycarbonyl)dodecanoyl Chloride). As a reaction SMILES: [CH2:1]([C:15]([O:17][CH3:18])=[O:16])[CH2:2][CH2:3][CH2:4][CH2:5][CH2:6][CH2:7][CH2:8][CH2:9][CH2:10][CH2:11][C:12]([O-])=[O:13].O=S(Cl)[Cl:21]>C(Cl)Cl>[CH3:18][O:17][C:15]([CH2:1][CH2:2][CH2:3][CH2:4][CH2:5][CH2:6][CH2:7][CH2:8][CH2:9][CH2:10][CH2:11][C:12]([Cl:21])=[O:13])=[O:16]. Procedure: To a cold solution of 4.8 gms monomethyl 1,11-undecanedicarboxylate in 10 ml CH2Cl2 was added 5 ml SOCl2 dropwise over 5 minutes; then it was stirred at room temperature for 18 hours. The solvent was removed in vacuo to give 4.8 gms of an oily residue which was used without further purification. RXN SMILES: [C:17]([CH3:18])([CH3:19])([CH3:20])[N:21]1[S:22](=[O:34])(=[O:35])[C:23]([c:28]2[cH:29][cH:30][cH:31][cH:32][cH:33]2)=[C:24]([Cl:27])[C:25]1=[O:26].[CH3:36][CH2:37][O:38][CH2:39][CH3:40].[CH3:41][C:42]#[N:43].[ClH:1].[NH2:2][CH2:3][CH2:4][CH2:5][C:6](=[O:7])[O:8][c:9]1[c:10]([CH3:16])[cH:11][cH:12][cH:13][c:14]1[CH3:15].[O:44]=[CH:45][N:46]([CH3:47])[CH3:48]>>[NH:2]([CH2:3][CH2:4][CH2:5][C:6](=[O:7])[O:8][c:9]1[c:10]([CH3:16])[cH:11][cH:12][cH:13][c:14]1[CH3:15])[C:24]1=[C:23]([c:28]2[cH:29][cH:30][cH:31][cH:32][cH:33]2)[S:22](=[O:34])(=[O:35])[N:21]([C:17]([CH3:18])([CH3:19])[CH3:20])[C:25]1=[O:26]. Starting materials: CC(C)(C)N1C(=O)C(Cl)=C(c2ccccc2)S1(=O)=O, CCOCC, CC#N, Cl, Cc1cccc(C)c1OC(=O)CCCN, CN(C)C=O. Yields the product Cc1cccc(C)c1OC(=O)CCCNC1=C(c2ccccc2)S(=O)(=O)N(C(C)(C)C)C1=O. Reactants: CCCCc1ncc(CO)n1Cc1ccccc1Cl, Cc1ccccc1. Yields the product CCCCc1ncc(C=O)n1Cc1ccccc1Cl. RXN SMILES: [CH2:1]([CH2:2][CH2:3][CH3:4])[c:5]1[n:6]([CH2:12][c:13]2[c:14]([Cl:19])[cH:15][cH:16][cH:17][cH:18]2)[c:7]([CH2:10][OH:11])[cH:8][n:9]1.[CH3:20][c:21]1[cH:22][cH:23][cH:24][cH:25][cH:26]1>>[CH2:1]([CH2:2][CH2:3][CH3:4])[c:5]1[n:6]([CH2:12][c:13]2[c:14]([Cl:19])[cH:15][cH:16][cH:17][cH:18]2)[c:7]([CH:10]=[O:11])[cH:8][n:9]1.